Dataset: the Open Reaction Database (ORD), a public repository of structured organic reaction records. Task: describe an organic reaction: reactants, conditions, products, and yield Starting materials: COC1=C(C=CC=C1)C1(C2CN(CC2CC(C1)CS(=O)(=O)C1=CC=C(C)C=C1)C(CC1=C(C=CC=C1)OC)=O)O ((3aRS,4RS,6SR,7aSR)-4-(2-methoxyphenyl)-2-[(2-methoxyphenyl)acetyl]-6-tosylmethylperhydroisoindol-4-ol), [Br-].[Li+] (lithium bromide). Run in CC(=O)C (acetone). Yields the product BrCC1CC(C2CN(CC2C1)C(CC1=C(C=CC=C1)OC)=O)(O)C1=C(C=CC=C1)OC ((3aRS,4RS,6SR,7aSR)-6-bromomethyl-4-(2-methoxyphenyl)-2-[(2-methoxyphenyl)acetyl]perhydroisoindol-4-ol). The yield is 65.7%. As a reaction SMILES: [CH3:1][O:2][C:3]1[CH:8]=[CH:7][CH:6]=[CH:5][C:4]=1[C:9]1([OH:40])[CH2:17][CH:16]([CH2:18]S(C2C=CC(C)=CC=2)(=O)=O)[CH2:15][CH:14]2[CH:10]1[CH2:11][N:12]([C:29](=[O:39])[CH2:30][C:31]1[CH:36]=[CH:35][CH:34]=[CH:33][C:32]=1[O:37][CH3:38])[CH2:13]2.[Br-:41].[Li+]>CC(C)=O>[Br:41][CH2:18][CH:16]1[CH2:15][CH:14]2[CH:10]([CH2:11][N:12]([C:29](=[O:39])[CH2:30][C:31]3[CH:36]=[CH:35][CH:34]=[CH:33][C:32]=3[O:37][CH3:38])[CH2:13]2)[C:9]([C:4]2[CH:5]=[CH:6][CH:7]=[CH:8][C:3]=2[O:2][CH3:1])([OH:40])[CH2:17]1 |f:1.2|. Procedure: A solution of 1.16 g of (3aRS,4RS,6SR,7aSR)-4-(2-methoxyphenyl)-2-[(2-methoxyphenyl)acetyl]-6-tosylmethylperhydroisoindol-4-ol and 0.345 g of anhydrous lithium bromide in 60 cm3 of acetone is heated at reflux for 18 hours and then concentrated to reduced volume (10 cm3). Following the addition of 20 cm3 of water, the mixture is subjected to extraction with 40 cm3 of ethyl acetate, washed with 20 cm3 of water and then dried over magnesium sulphate. After concentration to dryness under reduced pre... Reactants: N1=CN=C(C2=C1NC=C2)N2CCN(C1(CC1)C2)S(=O)(=O)N (7-(7H-Pyrrolo[2,3-d]pyrimidin-4-yl)-4,7-diaza-spiro[2.5]octane-4-sulfonic acid amide), N1=CN=C(C2=C1NC=C2)N2CCN(C1(CC1)C2)S(=O)(=O)N (7-(7H-Pyrrolo[2,3-d]pyrimidin-4-yl)-4,7-diaza-spiro[2.5]octane-4-sulfonic acid amide), COC1=CC=C(C=O)C=C1 (4-methoxybenzaldehyde). Solvent: C1(=CC=CC=C1)C (toluene). Yields the product COC1=CC=C(C=C1)\C=N/S(=O)(=O)N1CCN(CC12CC2)C=2C1=C(N=CN2)NC=C1 ((NZ)—N-[(4-methoxyphenyl)methylene]-5-(7H-pyrrolo[2,3-d]pyrimidin-4-yl)-5,8-diazaspiro[2.5]octane-8-sulfonamide). As a reaction SMILES: [N:1]1[C:6]2[NH:7][CH:8]=[CH:9][C:5]=2[C:4]([N:10]2[CH2:17][C:14]3([CH2:16][CH2:15]3)[N:13]([S:18]([NH2:21])(=[O:20])=[O:19])[CH2:12][CH2:11]2)=[N:3][CH:2]=1.[CH3:22][O:23][C:24]1[CH:31]=[CH:30][C:27]([CH:28]=O)=[CH:26][CH:25]=1>C1(C)C=CC=CC=1>[CH3:22][O:23][C:24]1[CH:31]=[CH:30][C:27](/[CH:28]=[N:21]\[S:18]([N:13]2[C:14]3([CH2:16][CH2:15]3)[CH2:17][N:10]([C:4]3[C:5]4[CH:9]=[CH:8][NH:7][C:6]=4[N:1]=[CH:2][N:3]=3)[CH2:11][CH2:12]2)(=[O:20])=[O:19])=[CH:26][CH:25]=1. Reported procedure: 7-(7H-Pyrrolo[2,3-d]pyrimidin-4-yl)-4,7-diaza-spiro[2.5]octane-4-sulfonic acid amide (intermediate 1) (0.46 mmol) was suspended en dry toluene (5 ml), added 4-methoxybenzaldehyde (0.46 mmol) and stirred at reflux for 48 h. The obtained reaction mixture was concentrated in vacuo on silica. The product was purified by flash chromatography on silica using EtOAc in heptane as eluent.